From a dataset of the Open Reaction Database (ORD), a public repository of structured organic reaction records. describe an organic reaction: reactants, conditions, products, and yield Conditions: time 1 hour. Isolated yield 46.2%. Solvent: CS(=O)C (dimethyl sulfoxide), C(C)(=O)OCC (ethyl acetate), CS(=O)C (dimethyl sulfoxide). The product is C(=O)(OCC)C1CCC(CC1)=O (4-carbethoxycyclohexanone). Starting materials: [Cl-].[Li+] (lithium chloride), N1=CC=CC=C1 (pyridine), O (water), ice water, solution, C(=O)(OCC)C1C(CCC(C1)(C(=O)OCC)C(=O)OCC)=O (2,4,4-tricarbethoxy-cyclohexanone). Procedure details: To 540 ml of dimethyl sulfoxide were added 21.9 g of lithium chloride, 13.9 ml of pyridine and 9.3 ml of water, and the resulting mixture was gently heated under reflux. While refluxing the mixture, 100 ml of a solution of 54.0 g of 2,4,4-tricarbethoxy-cyclohexanone in dimethyl sulfoxide was dropwise added thereto over one hour. After a reaction at the same temperature as above for 2 hours, the mixture was cooled and poured into a mixture of ice water and ethyl acetate, and the organic layer was... RXN SMILES: [Cl-].[Li+].N1C=CC=CC=1.O.C([CH:15]1[CH2:20][C:19](C(OCC)=O)([C:21]([O:23][CH2:24][CH3:25])=[O:22])[CH2:18][CH2:17][C:16]1=[O:31])(OCC)=O>CS(C)=O.C(OCC)(=O)C>[C:21]([CH:19]1[CH2:20][CH2:15][C:16](=[O:31])[CH2:17][CH2:18]1)([O:23][CH2:24][CH3:25])=[O:22] |f:0.1|. The reactants are COC(C)(C)C, CC(C)=O, Cn1nc(-c2ccc(OC(F)(F)F)cc2)cc1CCl, [I-], [Na+]. Yields the product Cn1nc(-c2ccc(OC(F)(F)F)cc2)cc1CI. RXN SMILES: [CH3:22][O:23][C:24]([CH3:25])([CH3:26])[CH3:27].[CH3:28][C:29](=[O:30])[CH3:31].[Cl:1][CH2:2][c:3]1[cH:4][c:5](-[c:9]2[cH:10][cH:11][c:12]([O:15][C:16]([F:17])([F:18])[F:19])[cH:13][cH:14]2)[n:6][n:7]1[CH3:8].[I-:21].[Na+:20]>>[CH2:2]([c:3]1[cH:4][c:5](-[c:9]2[cH:10][cH:11][c:12]([O:15][C:16]([F:17])([F:18])[F:19])[cH:13][cH:14]2)[n:6][n:7]1[CH3:8])[I:21].